This data is from the Open Reaction Database (ORD), a public repository of structured organic reaction records. The task is: describe an organic reaction: reactants, conditions, products, and yield The reactants are O=C([O-])[O-], CS(C)=O, Fc1ccc(C(F)(F)F)cc1Cl, Cl, [K+], [K+], O, OB(O)c1ccc(O)cc1. Yields the product OB(O)c1ccc(Oc2ccc(C(F)(F)F)cc2Cl)cc1. RXN SMILES: [C:23](=[O:24])([O-:25])[O-:26].[CH3:30][S:31]([CH3:32])=[O:33].[Cl:1][c:2]1[c:3]([F:12])[cH:4][cH:5][c:6]([C:8]([F:9])([F:10])[F:11])[cH:7]1.[ClH:29].[K+:27].[K+:28].[OH2:34].[OH:13][c:14]1[cH:15][cH:16][c:17]([B:20]([OH:21])[OH:22])[cH:18][cH:19]1>>[Cl:1][c:2]1[c:3]([O:13][c:14]2[cH:15][cH:16][c:17]([B:20]([OH:21])[OH:22])[cH:18][cH:19]2)[cH:4][cH:5][c:6]([C:8]([F:9])([F:10])[F:11])[cH:7]1.